From a dataset of the Open Reaction Database (ORD), a public repository of structured organic reaction records. describe an organic reaction: reactants, conditions, products, and yield Reaction conditions: time 8 hour. Reactants: C(C)OCC (diethyl ether), C(N)(=S)OCC(NC(=O)OC(C)(C)C)CC1=CC=CC=C1 (O-thiocarbamoyl-N-(t-butyloxycarbonyl)-(DL)-phenylalaninol), Cl (hydrochloric acid), Cl (hydrochloric acid), C([O-])([O-])=O.[K+].[K+] (potassium carbonate). Yields the product Cl.C(N)(=S)OCC(N)CC1=CC=CC=C1 (O-Thiocarbamoyl-(DL)-phenylalaninol Hydrochloride). Reaction SMILES: [C:1]([O:4][CH2:5][CH:6]([CH2:15][C:16]1[CH:21]=[CH:20][CH:19]=[CH:18][CH:17]=1)[NH:7]C(OC(C)(C)C)=O)(=[S:3])[NH2:2].[ClH:22].C(=O)([O-])[O-].[K+].[K+].C(OCC)C>C1COCC1>[ClH:22].[C:1]([O:4][CH2:5][CH:6]([CH2:15][C:16]1[CH:21]=[CH:20][CH:19]=[CH:18][CH:17]=1)[NH2:7])(=[S:3])[NH2:2] |f:2.3.4,7.8|. Yield: 82.0%. The solvent is C1CCOC1 (THF), C1CCOC1 (THF). Procedure: In a 100 mL flask equipped with magnetic stirrer, O-thiocarbamoyl-N-(t-butyloxycarbonyl)-(DL)-phenylalaninol obtained in Example 1 was dissloved in 40 mL of THF and was added with 20 mL of 6N aqueous hydrochloric acid solution. The reaction mixture was stirred at room temperature for 8 hours, followed by the neutralization with saturated aqueous potassium carbonate solution. Thereafter, the organic layer was extracted 3 times with dichloromethane, dried over magnesium sulfate and distilled in va...